From a dataset of the Open Reaction Database (ORD), a public repository of structured organic reaction records. describe an organic reaction: reactants, conditions, products, and yield The reactants are C(C(=C)C)(=O)OCC1CC(=O)O1 (β-methacryloyloxymethyl-β-propiolactone), B(F)(F)F (boron trifluoride). The solvent is C1(=CC=CC=C1)C (toluene). Run at temperature 30 celsius. The product is C(C(=C)C)(=O)OC1CC(=O)OC1 (β-methacryloyloxy-γ-butyrolactone). The yield is 55.0%. RXN SMILES: [C:1]([O:6][CH2:7][CH:8]1[O:12][C:10](=[O:11])[CH2:9]1)(=[O:5])[C:2]([CH3:4])=[CH2:3].B(F)(F)F>C1(C)C=CC=CC=1>[C:1]([O:6][CH:7]1[CH2:8][O:12][C:10](=[O:11])[CH2:9]1)(=[O:5])[C:2]([CH3:4])=[CH2:3]. Procedure details: In a 20 mL Schlenk flask, 2.0 g of crude β-methacryloyloxymethyl-β-propiolactone was put, and dissolved in 8.0 g of toluene. Further, 54 μL of diethyl ether complex of boron trifluoride was added thereto, and the resulting mixture was warmed to 30° C. and stirred. After the mixture was stirred for 2 hours, the resulting reaction mixture was washed with a 10% sodium hydrogen carbonate aqueous solution and saturated brine, and dried over magnesium sulfate. After separation by filtration, the solve... Starting materials: O=C([O-])[O-], CC(=O)OCCBr, CN(C)C=O, [Cs+], [Cs+], Nc1c(-c2ccc3c(c2)OCO3)c(O)nn1Cc1ccccc1. The product is CC(=O)OCCOc1nn(Cc2ccccc2)c(N)c1-c1ccc2c(c1)OCO2. As a reaction SMILES: [C:24](=[O:25])([O-:26])[O-:27].[C:30]([CH3:31])(=[O:32])[O:33][CH2:34][CH2:35][Br:36].[CH3:37][N:38]([CH3:39])[CH:40]=[O:41].[Cs+:28].[Cs+:29].[NH2:1][c:2]1[c:3](-[c:15]2[cH:16][c:17]3[c:18]([cH:22][cH:23]2)[O:19][CH2:20][O:21]3)[c:4]([OH:14])[n:5][n:6]1[CH2:7][c:8]1[cH:9][cH:10][cH:11][cH:12][cH:13]1>>[NH2:1][c:2]1[c:3](-[c:15]2[cH:16][c:17]3[c:18]([cH:22][cH:23]2)[O:19][CH2:20][O:21]3)[c:4]([O:14][CH2:35][CH2:34][O:33][C:30]([CH3:31])=[O:32])[n:5][n:6]1[CH2:7][c:8]1[cH:9][cH:10][cH:11][cH:12][cH:13]1. Reactants: C(C)(C)C=1C=C(C=CC1)C(CC=O)C (3-(3-Isopropylphenyl)butanal), O (H2O), [Br-].O1COC2=C1C=CC(=C2)C[P+](C2=CC=CC=C2)(C2=CC=CC=C2)C2=CC=CC=C2 ((benzo[d][1,3]dioxol-5-ylmethyl)triphenylphosphonium bromide), [Li]CCCC (n-BuLi). Solvent: C1CCOC1 (THF), C1CCOC1 (THF). Reaction conditions: temperature 0 celsius, time 10 minute. The product is C(C)(C)C=1C=C(C=CC1)C(CC=CC1=CC2=C(OCO2)C=C1)C (5-(4-(3-Isopropylphenyl)pent-1-enyl)benzo[d][1,3]dioxole). Isolated yield 76.2%. RXN SMILES: [Br-].[O:2]1[C:6]2[CH:7]=[CH:8][C:9]([CH2:11][P+](C3C=CC=CC=3)(C3C=CC=CC=3)C3C=CC=CC=3)=[CH:10][C:5]=2[O:4][CH2:3]1.[Li]CCCC.[CH:36]([C:39]1[CH:40]=[C:41]([CH:45]([CH3:49])[CH2:46][CH:47]=O)[CH:42]=[CH:43][CH:44]=1)([CH3:38])[CH3:37].O>C1COCC1>[CH:36]([C:39]1[CH:40]=[C:41]([CH:45]([CH3:49])[CH2:46][CH:47]=[CH:11][C:9]2[CH:8]=[CH:7][C:6]3[O:2][CH2:3][O:4][C:5]=3[CH:10]=2)[CH:42]=[CH:43][CH:44]=1)([CH3:38])[CH3:37] |f:0.1|. Procedure: A solution of (benzo[d][1,3]dioxol-5-ylmethyl)triphenylphosphonium bromide (4.77 g, 10.0 mmol, 1.0 equiv.) in THF (20 mL), was cooled to 0° C. After adding n-BuLi (1.6 M in hexanes, 6.3 mL, 10.0 mmol, 1.0 equiv.) at 0° C., the dark red suspension was stirred at 0° C. for 10 min. 3-(3-Isopropylphenyl)butanal (1.90 g, 10.0 mmol, 1.0 equiv.) in THF (10 mL) was added, and the mixture was stirred at 0° C.→25° C. for 16 h. After addition of H2O at 25° C., the aqueous layer was extracted with hexanes a... The reactants are C(C)(=O)OC(C)=O (Acetic anhydride), C(C)C1=C2N(C3=CC=CC=C13)C(C(CC2)C(C=2N=CN(C2C)C(C2=CC=CC=C2)(C2=CC=CC=C2)C2=CC=CC=C2)O)=O (10-ethyl-8,9-dihydro-7-[(hydroxy)(5-methyl-1-trityl-1H-imidazol-4-yl)methyl]pyrido[1,2-a]indol-6(7H)-one). Solvent: N1=CC=CC=C1 (pyridine). Run at time 20 hour. The product is C(C)(=O)OC(C1CCC=2N(C3=CC=CC=C3C2CC)C1=O)C=1N=CN(C1C)C(C1=CC=CC=C1)(C1=CC=CC=C1)C1=CC=CC=C1 (7-[(acetoxy)(5-methyl-1-trityl-1H-imidazol-4-yl)methyl]-10-ethyl-8,9-dihydropyrido[1,2-a]indol-6(7H)-one). Reaction SMILES: [C:1](OC(=O)C)(=[O:3])[CH3:2].[CH2:8]([C:10]1[C:18]2[C:13](=[CH:14][CH:15]=[CH:16][CH:17]=2)[N:12]2[C:19](=[O:50])[CH:20]([CH:23]([OH:49])[C:24]3[N:25]=[CH:26][N:27]([C:30]([C:43]4[CH:48]=[CH:47][CH:46]=[CH:45][CH:44]=4)([C:37]4[CH:42]=[CH:41][CH:40]=[CH:39][CH:38]=4)[C:31]4[CH:36]=[CH:35][CH:34]=[CH:33][CH:32]=4)[C:28]=3[CH3:29])[CH2:21][CH2:22][C:11]=12)[CH3:9]>N1C=CC=CC=1>[C:1]([O:49][CH:23]([C:24]1[N:25]=[CH:26][N:27]([C:30]([C:43]2[CH:48]=[CH:47][CH:46]=[CH:45][CH:44]=2)([C:37]2[CH:38]=[CH:39][CH:40]=[CH:41][CH:42]=2)[C:31]2[CH:32]=[CH:33][CH:34]=[CH:35][CH:36]=2)[C:28]=1[CH3:29])[CH:20]1[C:19](=[O:50])[N:12]2[C:13]3[C:18]([C:10]([CH2:8][CH3:9])=[C:11]2[CH2:22][CH2:21]1)=[CH:17][CH:16]=[CH:15][CH:14]=3)(=[O:3])[CH3:2]. Procedure details: Acetic anhydride (2.0 ml) was added to a solution of 10-ethyl-8,9-dihydro-7-[(hydroxy)(5-methyl-1-trityl-1H-imidazol-4-yl)methyl]pyrido[1,2-a]indol-6(7H)-one (2.15 g) in pyridine (10 ml). After being stirred at room temperature for 20 hours, the solution was evaporated in vacuo. The residue was dissolved in toluene (30 ml) and the solution was evaporated in vacuo to remove pyridine and acetic anhydride. This operation was repeated further three times to give 7-[(acetoxy)(5-methyl-1-trityl-1H-imi... The reactants are ClC1=CC(=CC=C1)C(=O)OO (meta-chloroperbenzoic acid), O(C1=CC=CC=C1)C1=CC=CC(=N1)CSCC(C(F)(F)F)(C1=CC=C(C=C1)OCC)F (1,1,1,2-tetrafluoro-2-(4-ethoxyphenyl)prop-3-yl 6-phenoxy-2-pyridylmethyl sulphide), gel. Isolated yield 91.7%. The solvent is ClCCl (dichloromethane). Reported procedure: A solution of 1,1,1,2-tetrafluoro-2-(4-ethoxyphenyl)prop-3-yl 6-phenoxy-2-pyridylmethyl sulphide (0.1 g) in dichloromethane (7 cm3) was cooled to -30° C. and meta-chloroperbenzoic acid (0.078 g) was added. The solution was allowed to warm to -20° C., and was stirred at this temperature for 30 minutes. Silical gel (3 g) was added to the reaction mixture and the solvent was then evaporated under reduced pressure. The residue was applied to a silica gel column, and eluted with diethyl ether contain... Yields the product O(C1=CC=CC=C1)C1=CC=CC(=N1)CS(=O)CC(C(F)(F)F)(C1=CC=C(C=C1)OCC)F (1,1,1,2-tetrafluoro-2-(4-ethoxyphenyl)prop-3-yl 6-phenoxy-2-pyridylmethyl sulphoxide). RXN SMILES: [O:1]([C:8]1[N:13]=[C:12]([CH2:14][S:15][CH2:16][C:17]([F:31])([C:22]2[CH:27]=[CH:26][C:25]([O:28][CH2:29][CH3:30])=[CH:24][CH:23]=2)[C:18]([F:21])([F:20])[F:19])[CH:11]=[CH:10][CH:9]=1)[C:2]1[CH:7]=[CH:6][CH:5]=[CH:4][CH:3]=1.ClC1C=CC=C(C(OO)=[O:40])C=1>ClCCl>[O:1]([C:8]1[N:13]=[C:12]([CH2:14][S:15]([CH2:16][C:17]([F:31])([C:22]2[CH:23]=[CH:24][C:25]([O:28][CH2:29][CH3:30])=[CH:26][CH:27]=2)[C:18]([F:21])([F:19])[F:20])=[O:40])[CH:11]=[CH:10][CH:9]=1)[C:2]1[CH:3]=[CH:4][CH:5]=[CH:6][CH:7]=1. Reaction conditions: temperature -20 celsius, time 30 minute. Reactants: CC(=O)c1ccc(OCC(O)COc2ccc(C)c([N+](=O)[O-])c2)c(CCC(F)(F)F)c1O, CC(=O)OC(C)=O, c1ccncc1. The product is Cc1ccccc1[N+](=O)[O-]. RXN SMILES: [C:1]([c:2]1[cH:3][cH:4][c:5]([O:6][CH2:7][CH:8]([OH:9])[CH2:10][O:11][c:13]2[cH:14][c:15]([N+:20](=[O:21])[O-:22])[c:16]([CH3:19])[cH:17][cH:18]2)[c:12]([CH2:23][CH2:24][C:25]([F:26])([F:27])[F:28])[c:29]1[OH:30])(=[O:31])[CH3:32].[CH3:33][C:34]([O:35][C:36](=[O:37])[CH3:38])=[O:39].[cH:40]1[cH:41][cH:42][n:43][cH:44][cH:45]1>>[cH:13]1[cH:14][c:15]([N+:20](=[O:21])[O-:22])[c:16]([CH3:19])[cH:17][cH:18]1. Starting materials: N1=C(C=NC(=C1)C(=O)O)C(=O)O (Pyrazine-2,5-dicarboxylic acid), C=1C=CC2=C(C1)N=NN2O (HOBt), Cl.CN(CCCN=C=NCC)C (1-(3-dimethylaminopropyl)-3-ethylcarbodiimide hydrochloride), Cl.ClC=1C=C(C=CC1Cl)C1=CC=C(O1)CCN (2-(5-(3,4-dichlorophenyl)furan-2-yl)-ethanamine hydrochloride), CCN(C(C)C)C(C)C (DIPEA), C=1C=CC2=C(C1)N=NN2O (HOBt), Cl.CN(CCCN=C=NCC)C (1-(3-dimethylaminopropyl)-3-ethylcarbodiimide hydrochloride), CCN(C(C)C)C(C)C (DIPEA), N1=C(C=NC(=C1)C(=O)O)C(=O)O (pyrazine-2,5-dicarboxylic acid), CCN(C(C)C)C(C)C (DIPEA). Solvent: C(Cl)Cl (DCM), C(Cl)Cl (DCM), C(Cl)Cl (DCM). Reaction conditions: time 5 hour. The product is ClC=1C=C(C=CC1Cl)C1=CC=C(O1)CCNC(=O)C=1N=CC(=NC1)C(=O)O (5-(2-(5-(3,4-dichlorophenyl)furan-2-yl)ethylcarbamoyl)pyrazine-2-carboxylic acid). Reaction SMILES: [N:1]1[CH:6]=[C:5]([C:7]([OH:9])=O)[N:4]=[CH:3][C:2]=1[C:10]([OH:12])=[O:11].C1C=CC2N(O)N=NC=2C=1.Cl.CN(C)CCCN=C=NCC.Cl.[Cl:36][C:37]1[CH:38]=[C:39]([C:44]2[O:48][C:47]([CH2:49][CH2:50][NH2:51])=[CH:46][CH:45]=2)[CH:40]=[CH:41][C:42]=1[Cl:43].CCN(C(C)C)C(C)C>C(Cl)Cl>[Cl:36][C:37]1[CH:38]=[C:39]([C:44]2[O:48][C:47]([CH2:49][CH2:50][NH:51][C:7]([C:5]3[N:4]=[CH:3][C:2]([C:10]([OH:12])=[O:11])=[N:1][CH:6]=3)=[O:9])=[CH:46][CH:45]=2)[CH:40]=[CH:41][C:42]=1[Cl:43] |f:2.3,4.5|. Reported procedure: Pyrazine-2,5-dicarboxylic acid (0.58 g; 3.42 mmol), anhydrous HOBt (0.69 g; 5.13 mmol) and 1-(3-dimethylaminopropyl)-3-ethylcarbodiimide hydrochloride (0.98 g: 5.13 mmol) were added to 5 ml of DCM. 2-(5-(3,4-dichlorophenyl)furan-2-yl)-ethanamine hydrochloride (1.0 g; 3.42 mmol) and DIPEA (0.89 ml; 5.13 mmol) were dissolved in 5 ml of DCM and added dropwise to the previous mixture. The reaction mixture was stirred overnight after which pyrazine-2,5-dicarboxylic acid (0.58 g; 1.59 mmol) and DIPEA ...